This data is from the Open Reaction Database (ORD), a public repository of structured organic reaction records. The task is: describe an organic reaction: reactants, conditions, products, and yield The reactants are ClC1=NC(=C2N=CN(C2=N1)CC)NC1=CC(=CC=C1)F (2-chloro-9-ethyl-6-(3-fluoro-phenyl-amino)-9H-purine), C(O)CN (ethanolamine). Solvent: C(C)(=O)OCC (ethyl acetate). The product is OCCNC1=NC(=C2N=CN(C2=N1)CC)NC1=CC(=CC=C1)F (2-(2-hydroxy-ethyl-amino)-6-(3-fluoro-phenyl-amino)-9-ethyl-9H-purine). As a reaction SMILES: Cl[C:2]1[N:10]=[C:9]2[C:5]([N:6]=[CH:7][N:8]2[CH2:11][CH3:12])=[C:4]([NH:13][C:14]2[CH:19]=[CH:18][CH:17]=[C:16]([F:20])[CH:15]=2)[N:3]=1.[CH2:21]([CH2:23][NH2:24])[OH:22]>C(OCC)(=O)C>[OH:22][CH2:21][CH2:23][NH:24][C:2]1[N:10]=[C:9]2[C:5]([N:6]=[CH:7][N:8]2[CH2:11][CH3:12])=[C:4]([NH:13][C:14]2[CH:19]=[CH:18][CH:17]=[C:16]([F:20])[CH:15]=2)[N:3]=1. Reported procedure: 0.2 g (0.62 mmol) of 2-chloro-9-ethyl-6-(3-fluoro-phenyl-amino)-9H-purine (prepared according to Stage 90.2) is stirred in 1 ml of ethanolamine at 150° C. for 3 h, and the mixture is allowed to cool and is diluted with ethyl acetate. The organic phase is washed with water, separated off and dried over sodium sulfate. On concentration, 2-(2-hydroxy-ethyl-amino)-6-(3-fluoro-phenyl-amino)-9-ethyl-9H-purine is obtained as a crystalline precipitate. This precipitate is filtered off and dried; m.p. 18... Starting materials: CC(=O)c1cc(S(=O)(=O)Cl)ccc1O, CC#N, CN. Yields the product CNS(=O)(=O)c1ccc(O)c(C(C)=O)c1. RXN SMILES: [C:3]([CH3:4])(=[O:5])[c:6]1[cH:7][c:8]([S:13](=[O:14])(=[O:15])[Cl:16])[cH:9][cH:10][c:11]1[OH:12].[CH3:17][C:18]#[N:19].[CH3:1][NH2:2]>>[CH3:1][NH:2][S:13]([c:8]1[cH:7][c:6]([C:3]([CH3:4])=[O:5])[c:11]([OH:12])[cH:10][cH:9]1)(=[O:14])=[O:15]. Starting materials: COC1=C(C(=O)NC2=CC=CC=3NC(=NC32)CO[Si](C)(C)C(C)(C)C)C=CC(=C1)C(=O)N1CCCCC3=C1C=CC=C3 (2-methoxy-N-(2-tert-butyldimethylsiloxymethyl-1H-benzimidazol-4-yl)-4-(2,3,4,5-tetrahydro-1H-1-benzazepin-1-yl)carbonylbenzamide), [F-].C(CCC)[N+](CCCC)(CCCC)CCCC (tetrabutylammonium fluoride). Run in O1CCCC1 (tetrahydrofuran). Run at time 4 hour. The product is COC1=C(C(=O)NC2=CC=CC=3NC(=NC32)CO)C=CC(=C1)C(=O)N1CCCCC3=C1C=CC=C3 (2-methoxy-N-(2-hydroxymethyl-1H-benzimidazol-4-yl)-4-(2,3,4,5-tetrahydro-1H-1-benzazepin-1-yl)carbonylbenzamide). Isolated yield 62.1%. RXN SMILES: [CH3:1][O:2][C:3]1[CH:29]=[C:28]([C:30]([N:32]2[C:38]3[CH:39]=[CH:40][CH:41]=[CH:42][C:37]=3[CH2:36][CH2:35][CH2:34][CH2:33]2)=[O:31])[CH:27]=[CH:26][C:4]=1[C:5]([NH:7][C:8]1[C:16]2[N:15]=[C:14]([CH2:17][O:18][Si](C(C)(C)C)(C)C)[NH:13][C:12]=2[CH:11]=[CH:10][CH:9]=1)=[O:6].[F-].C([N+](CCCC)(CCCC)CCCC)CCC>O1CCCC1>[CH3:1][O:2][C:3]1[CH:29]=[C:28]([C:30]([N:32]2[C:38]3[CH:39]=[CH:40][CH:41]=[CH:42][C:37]=3[CH2:36][CH2:35][CH2:34][CH2:33]2)=[O:31])[CH:27]=[CH:26][C:4]=1[C:5]([NH:7][C:8]1[C:16]2[N:15]=[C:14]([CH2:17][OH:18])[NH:13][C:12]=2[CH:11]=[CH:10][CH:9]=1)=[O:6] |f:1.2|. Reported procedure: A mixture of 2-methoxy-N-(2-tert-butyldimethylsiloxymethyl-1H-benzimidazol-4-yl)-4-(2,3,4,5-tetrahydro-1H-1-benzazepin-1-yl)carbonylbenzamide (250 mg) and tetrabutylammonium fluoride (1 mol solution in tetrahydrofuran 0.9 ml) in tetrahydrofuran (15 ml) was stirred at room temperature for 4 hours, and the solvent was removed by evaporation. The residue was purified by silica gel column chromatography (1% methanol in chloroform) to give 2-methoxy-N-(2-hydroxymethyl-1H-benzimidazol-4-yl)-4-(2,3,4,5...